This data is from the Open Reaction Database (ORD), a public repository of structured organic reaction records. The task is: describe an organic reaction: reactants, conditions, products, and yield Starting materials: S(=O)(=O)(C1=CC=CC=2C(N(C)C)=CC=CC12)Cl (Dansyl chloride), C1CN2CCN1CC2 (DABCO), O (H2O), CN(CCSSC1=CC=C(C=C1)C(C(F)(F)F)O)C (1-[4-(2-dimethylamino-ethyldisulfanyl)-phenyl]-2,2,2-trifluoro-ethanol). Solvent: C(Cl)Cl (CH2Cl2), C(Cl)Cl (CH2Cl2). Conditions: time 4 hour. Yields the product CN(CCSSC1=CC=C(C=C1)C(C)OS(=O)(=O)C1=CC=CC2=C(C=CC=C12)N(C)C)C (5-Dimethylamino-naphthalene-1-sulfonic acid 1-[4-(2-dimethylamino-ethyldisulfanyl)-phenyl]-ethyl ester), oil. RXN SMILES: [S:1](Cl)([C:4]1[C:16]2[CH:15]=[CH:14][CH:13]=[C:9]([N:10]([CH3:12])[CH3:11])[C:8]=2[CH:7]=[CH:6][CH:5]=1)(=[O:3])=[O:2].[CH3:18][N:19]([CH3:36])[CH2:20][CH2:21][S:22][S:23][C:24]1[CH:29]=[CH:28][C:27]([CH:30]([OH:35])[C:31](F)(F)F)=[CH:26][CH:25]=1.C1N2CCN(CC2)C1.O>C(Cl)Cl>[CH3:18][N:19]([CH3:36])[CH2:20][CH2:21][S:22][S:23][C:24]1[CH:29]=[CH:28][C:27]([CH:30]([O:35][S:1]([C:4]2[C:16]3[C:8](=[C:9]([N:10]([CH3:12])[CH3:11])[CH:13]=[CH:14][CH:15]=3)[CH:7]=[CH:6][CH:5]=2)(=[O:3])=[O:2])[CH3:31])=[CH:26][CH:25]=1. Procedure details: Dansyl chloride (37.5 mg, 0.13 mmol) dissolved in dry CH2Cl2 (0.5 mL) was added to the crude 1-[4-(2-dimethylamino-ethyldisulfanyl)-phenyl]-2,2,2-trifluoro-ethanol obtained above. To this solution was added dropwise a solution of DABCO (157 mg, 1.4 mmol) dissolved in dry CH2Cl2 (0.25 mL). After 4 hours at room temperature, the reaction mixture was poured into H2O (30 mL) and extracted using ethyl acetate (3×30 mL). The combined organic phases were washed with H2O (3×30 mL), followed by brine (1×... Reagents/catalysts: C=1C=CC(=CC1)/C=C/C(=O)/C=C/C2=CC=CC=C2.C=1C=CC(=CC1)/C=C/C(=O)/C=C/C2=CC=CC=C2.C=1C=CC(=CC1)/C=C/C(=O)/C=C/C2=CC=CC=C2.[Pd].[Pd] (tris(dibenzylideneacetone)dipalladium(0)). RXN SMILES: Br[C:2]1[CH:7]=[CH:6][CH:5]=[CH:4][C:3]=1[O:8][CH2:9][C:10]([F:13])([F:12])[F:11].[CH2:14]1[O:24][C:18]2([CH2:23][CH2:22][NH:21][CH2:20][CH2:19]2)[O:17][CH:15]1[CH3:16].CC(C)([O-])C.[Na+].C1C=CC(P(C2C=CC3C(=CC=CC=3)C=2C2C3C(=CC=CC=3)C=CC=2P(C2C=CC=CC=2)C2C=CC=CC=2)C2C=CC=CC=2)=CC=1>C1(C)C=CC=CC=1.CCOCC.[Cl-].[Na+].O.C1C=CC(/C=C/C(/C=C/C2C=CC=CC=2)=O)=CC=1.C1C=CC(/C=C/C(/C=C/C2C=CC=CC=2)=O)=CC=1.C1C=CC(/C=C/C(/C=C/C2C=CC=CC=2)=O)=CC=1.[Pd].[Pd]>[CH2:14]1[O:24][C:18]2([CH2:23][CH2:22][N:21]([C:2]3[CH:7]=[CH:6][CH:5]=[CH:4][C:3]=3[O:8][CH2:9][C:10]([F:13])([F:12])[F:11])[CH2:20][CH2:19]2)[O:17][CH:15]1[CH3:16] |f:2.3,7.8.9,10.11.12.13.14|. The solvent is CCOCC (ether), [Cl-].[Na+].O (brine), C1(=CC=CC=C1)C (toluene). Product: C1C(C)OC2(CCN(CC2)C2=C(C=CC=C2)OCC(F)(F)F)O1 (N-(2-(2,2,2-Trifluoroethoxy)phenyl)-4-piperidone propylene ketal). Procedure details: A solution of 50 (1.786 g, 7.00 mmol) and 4-piperidone propylene ketal (2.645 g, 16.82 mmol) in toluene (30 mL) was treated with sodium tert-butoxide (1.88 g, 19.56 mmol), (S)-BINAP (44 mg, 0.07 mmol), and tris(dibenzylideneacetone)dipalladium(0) (32 mg, 0.035 mmol) at room temperature. The mixture was heated in an oil bath (80° C., 3 h). The mixture was diluted with ether and brine. The aqueous layer was extracted with two additional portions of ether and the combined organic extracts were wash... Run at temperature 80 celsius. The reactants are BrC1=C(C=CC=C1)OCC(F)(F)F (1-Bromo-2-(2,2,2-trifluoroethoxy)benzene), C1C(C)OC2(CCNCC2)O1 (4-piperidone propylene ketal), CC(C)([O-])C.[Na+] (sodium tert-butoxide), C1=CC=C(C=C1)P(C2=CC=CC=C2)C3=C(C4=CC=CC=C4C=C3)C5=C(C=CC6=CC=CC=C65)P(C7=CC=CC=C7)C8=CC=CC=C8 ((S)-BINAP). The reactants are BrN1C(CCC1=O)=O (N-bromosuccinimide), CC1=C(N=CN1C1=CC(=CC=C1)OC1=CC=CC=C1)C=NO (5-methyl-1-(3-phenoxyphenyl)-imidazole-4-carbaldehydoxime), Cl (hydrochloride), C(C#C)OC (methyl propargyl ether), BrN1C(CCC1=O)=O (N-bromosuccinimide). Solvent: CN(C=O)C (dimethylformamide), C(C)N(CC)CC (triethylamine), CN(C=O)C (dimethylformamide), C(C)N(CC)CC (triethylamine), CN(C=O)C (dimethylformamide), C(C)N(CC)CC (triethylamine). Reaction conditions: time 14 hour. The product is COCC1=CC(=NO1)C=1N=CN(C1C)C1=CC(=CC=C1)OC1=CC=CC=C1 (4-(5-Methoxymethyl-isoxazol-3-yl)-5-methyl-1-(3-phenoxyphenyl)-imidazole). Reaction SMILES: [CH3:1][C:2]1[N:6]([C:7]2[CH:12]=[CH:11][CH:10]=[C:9]([O:13][C:14]3[CH:19]=[CH:18][CH:17]=[CH:16][CH:15]=3)[CH:8]=2)[CH:5]=[N:4][C:3]=1[CH:20]=[N:21][OH:22].Cl.BrN1C(=O)CCC1=O.[CH2:32]([O:35][CH3:36])[C:33]#[CH:34]>CN(C)C=O.C(N(CC)CC)C>[CH3:36][O:35][CH2:32][C:33]1[O:22][N:21]=[C:20]([C:3]2[N:4]=[CH:5][N:6]([C:7]3[CH:12]=[CH:11][CH:10]=[C:9]([O:13][C:14]4[CH:19]=[CH:18][CH:17]=[CH:16][CH:15]=4)[CH:8]=3)[C:2]=2[CH3:1])[CH:34]=1. Reported procedure: 660 mg of 5-methyl-1-(3-phenoxyphenyl)-imidazole-4-carbaldehydoxime, hydrochloride is dissolved in 4 ml of dimethylformamide. At 0° C., 0.28 ml of triethylamine is added and a solution of 360 mg of N-bromosuccinimide in 2 ml of dimethylformamide is instilled within one hour. Then, 1.7 ml of methyl propargyl ether and 0.28 ml of triethylamine are added, and the mixture is stirred for 14 hours at room temperature. 360 mg of N-bromosuccinimide in 2 ml of dimethylformamide and 0.28 ml of triethylami...